This data is from the Open Reaction Database (ORD), a public repository of structured organic reaction records. The task is: describe an organic reaction: reactants, conditions, products, and yield Reactants: FC1=NC(=CC=C1C(=O)O)F (2,6-difluoropyridine-3-carboxylic acid), FC1=C(C=CC=C1)CCOCC(=N)N (2-[2-(2-fluorophenyl)-ethoxy]-acetamidine). Yields the product FC=1C=CC2=C(N=C(NC2=O)COCCC2=C(C=CC=C2)F)N1 (7-Fluoro-2-[2-(2-fluoro-phenyl)-ethoxymethyl]-3H-pyrido[2,3-d]pyrimidin-4-one). Yield: 80.0%. Reaction SMILES: F[C:2]1[C:7]([C:8]([OH:10])=O)=[CH:6][CH:5]=[C:4]([F:11])[N:3]=1.[F:12][C:13]1[CH:18]=[CH:17][CH:16]=[CH:15][C:14]=1[CH2:19][CH2:20][O:21][CH2:22][C:23]([NH2:25])=[NH:24]>>[F:11][C:4]1[CH:5]=[CH:6][C:7]2[C:8](=[O:10])[NH:25][C:23]([CH2:22][O:21][CH2:20][CH2:19][C:14]3[CH:15]=[CH:16][CH:17]=[CH:18][C:13]=3[F:12])=[N:24][C:2]=2[N:3]=1. Procedure details: The title compound was synthesized in analogy to example 85 using 2,6-difluoropyridine-3-carboxylic acid and 2-[2-(2-fluorophenyl)-ethoxy]-acetamidine to give 7-fluoro-2-[2-(2-fluorophenyl)-ethoxymethyl]-3H-pyrido[2,3-d]pyrimidin-4-one as the desired product (80%) as a white solid. MS: m/e=318.2 [M+H+].